This data is from the Open Reaction Database (ORD), a public repository of structured organic reaction records. The task is: describe an organic reaction: reactants, conditions, products, and yield Starting materials: ClC1=CC=C(C(=O)NC(C(Cl)(Cl)Cl)Cl)C=C1 (4-chloro-N-(1,2,2,2-tetrachloroethyl)benzamide), [S-]C#N.[K+] (potassium thiocyanate), C(C)OCC (diethyl ether). Solvent: CC(=O)C (acetone). Conditions: time 6 hour. The product is ClC1=CC=C(C(=O)NC(C(Cl)(Cl)Cl)N=C=S)C=C1 (4-chloro-N-(2,2,2-trichloro-1-isothiocyanatoethyl)benzamide). Isolated yield 0.1%. RXN SMILES: [Cl:1][C:2]1[CH:16]=[CH:15][C:5]([C:6]([NH:8][CH:9](Cl)[C:10]([Cl:13])([Cl:12])[Cl:11])=[O:7])=[CH:4][CH:3]=1.[S-:17][C:18]#[N:19].[K+].C(OCC)C>CC(C)=O>[Cl:1][C:2]1[CH:16]=[CH:15][C:5]([C:6]([NH:8][CH:9]([N:19]=[C:18]=[S:17])[C:10]([Cl:13])([Cl:12])[Cl:11])=[O:7])=[CH:4][CH:3]=1 |f:1.2|. Reported procedure: A solution of Example 41B (1.91 g, 6.31 mmol) in acetone (30 mL) at ambient temperature was treated with potassium thiocyanate (1.38 g, 14.1 mmol). The mixture was stirred for 6 hours and solids were removed by filtration. The filtrate was concentrated to provide a yellow residue. The residue was treated with diethyl ether, and the suspension was sonicated and filtered. Concentration of the residue and purification by recrystallization (25% ethyl acetate/hexanes) provided 1.85 mg of the desired ... Reactants: C1(CCCC1)NC1=NC=CC(=N1)C=1C(=NN2C(=NC=CC21)SC)C2=CC=C(C=C2)F (N-cyclopentyl-4-[2-(4-fluorophenyl)-7-(methylsulfanyl)pyrazolo[1,5-c]pyrimidin-3-yl]pyrimidin-2-amine), ClC=1C=C(C(=O)OO)C=CC1 (3-chloroperoxybenzoic acid), N1CCCC1 (Pyrrolidine). The solvent is ClCCl (dichloromethane), ClCCl (dichloromethane). Reaction conditions: time 1 hour. The product is C1(CCCC1)NC1=NC=CC(=N1)C=1C(=NN2C(=NC=CC21)N2CCCC2)C2=CC=C(C=C2)F (N-cyclopentyl-4-[2-(4-fluorophenyl)-7-pyrrolidin-1-ylpyrazolo[1,5-c]pyrimidin-3-yl]pyrimidin-2-amine). Isolated yield 59.0%. Reaction SMILES: [CH:1]1([NH:6][C:7]2[N:12]=[C:11]([C:13]3[C:14]([C:24]4[CH:29]=[CH:28][C:27]([F:30])=[CH:26][CH:25]=4)=[N:15][N:16]4[C:21]=3[CH:20]=[CH:19][N:18]=[C:17]4SC)[CH:10]=[CH:9][N:8]=2)[CH2:5][CH2:4][CH2:3][CH2:2]1.ClC1C=C(C=CC=1)C(OO)=O.[NH:42]1[CH2:46][CH2:45][CH2:44][CH2:43]1>ClCCl>[CH:1]1([NH:6][C:7]2[N:12]=[C:11]([C:13]3[C:14]([C:24]4[CH:29]=[CH:28][C:27]([F:30])=[CH:26][CH:25]=4)=[N:15][N:16]4[C:21]=3[CH:20]=[CH:19][N:18]=[C:17]4[N:42]3[CH2:46][CH2:45][CH2:44][CH2:43]3)[CH:10]=[CH:9][N:8]=2)[CH2:5][CH2:4][CH2:3][CH2:2]1. Procedure details: To a solution of N-cyclopentyl-4-[2-(4-fluorophenyl)-7-(methylsulfanyl)pyrazolo[1,5-c]pyrimidin-3-yl]pyrimidin-2-amine (24 mg, 0.057 mmol) in dichloromethane (3 mL) was added 3-chloroperoxybenzoic acid (15mg, 0.086 mmol) and the reaction mixture stirred for 1 hour. Pyrrolidine (3 mL) was added and the reaction mixture stirred for 2 hours before being diluted with dichloromethane. The organic phase was washed with saturated sodium bicarbonate, washed with brine, and concentrated under reduced pre... The reactants are C(C#C)N (propargylamine), C([O-])([O-])=O.[Na+].[Na+] (sodium carbonate), CO (methanol), CO (methanol), CCOCC (Ether). Run at time 1.5 hour. The product is O[C@@H]1C(N(CC1)CC#C)=O ((S)-3-hydroxy-1-(2-propynyl)-2-pyrrolidinone). Reaction SMILES: [CH2:1]([NH2:4])[C:2]#[CH:3].[C:5](=[O:8])([O-])[O-].[Na+].[Na+].CC[O:13][CH2:14][CH3:15].[CH3:16]O>>[OH:13][C@H:14]1[CH2:15][CH2:16][N:4]([CH2:1][C:2]#[CH:3])[C:5]1=[O:8] |f:1.2.3|. Procedure: A solution of the above solid in methanol was added dropwise to an equimolar amount of propargylamine and sodium carbonate in 500 ml of methanol. The mixture was stirred at room temperature for 1.5 hours, then heated at reflux overnight. Ether was added, the mixture was filtered and the filtrate concentrated to an oil. The oil Was concentrated from toluene and then chromatographed (silica gel), giving 25 g of (S)-3-hydroxy-1-(2-propynyl)-2-pyrrolidinone [α]D26° =-45° -(dichloromethane); mp 89°-9... The reactants are NC1=C2C(C(=CN(C2=C(C(=C1F)F)F)C1=C(C=C(C=C1)F)F)C(=O)O)=O (5-Amino-1-(2′,4′-difluorophenyl)-6,7,8-trifluoro-1,4-dihydro-4-oxo-quinoline-3-carboxylic acid), OC1CNC(C1)C (3-hydroxy-5-methylpyrrolidine). Product: NC1=C2C(C(=CN(C2=C(C(=C1F)N1CC(CC1C)O)F)C1=C(C=C(C=C1)F)F)C(=O)O)=O (5-Amino-1-(2′,4′-difluorophenyl)-6,8-difluoro-1,4-dihydro-7-(3′-hydroxy-5′-methylpyrrolidin-1-yl)-4-oxo-quinoline-3-carboxylic acid). Isolated yield 64.0%. RXN SMILES: [NH2:1][C:2]1[C:11]([F:12])=[C:10](F)[C:9]([F:14])=[C:8]2[C:3]=1[C:4](=[O:26])[C:5]([C:23]([OH:25])=[O:24])=[CH:6][N:7]2[C:15]1[CH:20]=[CH:19][C:18]([F:21])=[CH:17][C:16]=1[F:22].[OH:27][CH:28]1[CH2:32][CH:31]([CH3:33])[NH:30][CH2:29]1>>[NH2:1][C:2]1[C:11]([F:12])=[C:10]([N:30]2[CH:31]([CH3:33])[CH2:32][CH:28]([OH:27])[CH2:29]2)[C:9]([F:14])=[C:8]2[C:3]=1[C:4](=[O:26])[C:5]([C:23]([OH:25])=[O:24])=[CH:6][N:7]2[C:15]1[CH:20]=[CH:19][C:18]([F:21])=[CH:17][C:16]=1[F:22]. Reported procedure: The condensation of 5-Amino-1-(2′,4′-difluorophenyl)-6,7,8-trifluoro-1,4-dihydro-4-oxo-quinoline-3-carboxylic acid with 3-hydroxy-5-methylpyrrolidine in a similar manner as described in example 1 gave the titled product. Yield 64%, m.p ° C., C21H17F4N3O4, m/z 453. (M+1) Reactants: C(#N)C1=CC2=CC[C@H]3[C@@H]4CC[C@@H]([C@@]4(C)CC[C@@H]3[C@]2(CC1)C)C(SC1=NC=CC=C1)=O (S-2-pyridyl 3-cyanoandrosta-3,5-diene-17β-thiocarboxylate), CC(C1=CC=CO1)(C)N (α,α-dimethylfurfurylamine). Product: CC(C1=CC=CO1)(C)NC(=O)[C@@H]1[C@]2(C)[C@@H](CC1)[C@@H]1CC=C3C=C(CC[C@]3(C)[C@H]1CC2)C#N (N-(α,α-Dimethylfurfuryl)-3-cyanoandrosta-3,5-diene-17β-carboxamide). Isolated yield 71.0%. As a reaction SMILES: [C:1]([C:3]1[CH2:20][CH2:19][C@@:18]2([CH3:21])[C:5](=[CH:6][CH2:7][C@@H:8]3[C@@H:17]2[CH2:16][CH2:15][C@@:13]2([CH3:14])[C@H:9]3[CH2:10][CH2:11][C@@H:12]2[C:22](=[O:30])SC2C=CC=CN=2)[CH:4]=1)#[N:2].[CH3:31][C:32]([NH2:39])([CH3:38])[C:33]1[O:37][CH:36]=[CH:35][CH:34]=1>>[CH3:31][C:32]([NH:39][C:22]([C@H:12]1[CH2:11][CH2:10][C@H:9]2[C@H:8]3[C@H:17]([CH2:16][CH2:15][C@:13]12[CH3:14])[C@:18]1([CH3:21])[C:5]([CH:4]=[C:3]([C:1]#[N:2])[CH2:20][CH2:19]1)=[CH:6][CH2:7]3)=[O:30])([CH3:38])[C:33]1[O:37][CH:36]=[CH:35][CH:34]=1. Procedure details: Following a procedure similar to that described in Example 3(b), but using S-2-pyridyl 3-cyanoandrosta-3,5-diene-17β-thiocarboxylate [prepared as described in Example 3(a)] and α,α-dimethylfurfurylamine (prepared as described in Preparation 11c) as starting materials, in relative proportions similar to those used in that Example, the title compound was obtained in a yield of 71%.